This data is from the Open Reaction Database (ORD), a public repository of structured organic reaction records. The task is: describe an organic reaction: reactants, conditions, products, and yield The reactants are O=C([O-])[O-], Cc1ccc(B(O)O)cc1, Cc1ccccc1, CCO, [K+], [K+], O, Cc1ccc(S(=O)(=O)n2cc(I)c(OCc3ccccc3)n2)cc1, c1ccc(P(c2ccccc2)(c2ccccc2)[Pd](P(c2ccccc2)(c2ccccc2)c2ccccc2)(P(c2ccccc2)(c2ccccc2)c2ccccc2)P(c2ccccc2)(c2ccccc2)c2ccccc2)cc1. Yields the product Cc1ccc(-c2cn(S(=O)(=O)c3ccc(C)cc3)nc2OCc2ccccc2)cc1. Reaction SMILES: [C:35](=[O:36])([O-:37])[O-:38].[CH3:25][c:26]1[cH:27][cH:28][c:29]([B:32]([OH:33])[OH:34])[cH:30][cH:31]1.[CH3:41][c:42]1[cH:43][cH:44][cH:45][cH:46][cH:47]1.[CH3:48][CH2:49][OH:50].[K+:39].[K+:40].[OH2:51].[c:1]1([CH3:24])[cH:2][cH:3][c:4]([S:7](=[O:8])(=[O:9])[n:10]2[n:11][c:12]([O:16][CH2:17][c:18]3[cH:19][cH:20][cH:21][cH:22][cH:23]3)[c:13]([I:15])[cH:14]2)[cH:5][cH:6]1.[cH:52]1[cH:53][cH:54][c:55]([P:56]([Pd:57]([P:58]([c:59]2[cH:60][cH:61][cH:62][cH:63][cH:64]2)([c:65]2[cH:66][cH:67][cH:68][cH:69][cH:70]2)[c:71]2[cH:72][cH:73][cH:74][cH:75][cH:76]2)([P:77]([c:78]2[cH:79][cH:80][cH:81][cH:82][cH:83]2)([c:84]2[cH:85][cH:86][cH:87][cH:88][cH:89]2)[c:90]2[cH:91][cH:92][cH:93][cH:94][cH:95]2)[P:96]([c:97]2[cH:98][cH:99][cH:100][cH:101][cH:102]2)([c:103]2[cH:104][cH:105][cH:106][cH:107][cH:108]2)[c:109]2[cH:110][cH:111][cH:112][cH:113][cH:114]2)([c:115]2[cH:116][cH:117][cH:118][cH:119][cH:120]2)[c:121]2[cH:122][cH:123][cH:124][cH:125][cH:126]2)[cH:127][cH:128]1>>[c:1]1([CH3:24])[cH:2][cH:3][c:4]([S:7](=[O:8])(=[O:9])[n:10]2[n:11][c:12]([O:16][CH2:17][c:18]3[cH:19][cH:20][cH:21][cH:22][cH:23]3)[c:13](-[c:29]3[cH:28][cH:27][c:26]([CH3:25])[cH:31][cH:30]3)[cH:14]2)[cH:5][cH:6]1. The reactants are C(C)(C)(C)C1=CC=C(C=C1)S(=O)(=O)N1CC2=C(NC3=C1C=C(C=C3)C#N)N=C(C=C2)C(F)(F)F (6-[(4-tert-butylphenyl)sulfonyl]-2-(trifluoromethyl)-6,11-dihydro-5H-pyrido[2,3-b][1,5]benzodiazepine-8-carbonitrile), C(C)(C)(C)C1=CC=C(C=C1)S(=O)(=O)N1CC2=C(NC3=C1C=C(C=C3)C#N)N=C(C=C2)C(F)(F)F (6-[(4-tert-butylphenyl)sulfonyl]-2-(trifluoromethyl)-6,11-dihydro-5H-pyrido[2,3-b][1,5]benzodiazepine-8-carbonitrile), NO (hydroxylamine), aqueous solution, C([O-])([O-])=O.[K+].[K+] (potassium carbonate), aqueous solution. Run in C(C)O (ethanol). Reaction conditions: time 45 minute. Product: C(C)(C)(C)C1=CC=C(C=C1)S(=O)(=O)N1CC2=C(NC3=C1C=C(C=C3)C(N)=NO)N=C(C=C2)C(F)(F)F (6-[(4-tert-Butylphenyl)sulfonyl]-N′-hydroxy-2-(trifluoromethyl)-6,11-dihydro-5H-pyrido[2,3-b][1,5]benzodiazepine-8-carboximidamide). RXN SMILES: [C:1]([C:5]1[CH:10]=[CH:9][C:8]([S:11]([N:14]2[C:20]3[CH:21]=[C:22]([C:25]#[N:26])[CH:23]=[CH:24][C:19]=3[NH:18][C:17]3[N:27]=[C:28]([C:31]([F:34])([F:33])[F:32])[CH:29]=[CH:30][C:16]=3[CH2:15]2)(=[O:13])=[O:12])=[CH:7][CH:6]=1)([CH3:4])([CH3:3])[CH3:2].[NH2:35][OH:36].C(=O)([O-])[O-].[K+].[K+]>C(O)C>[C:1]([C:5]1[CH:6]=[CH:7][C:8]([S:11]([N:14]2[C:20]3[CH:21]=[C:22]([C:25](=[N:35][OH:36])[NH2:26])[CH:23]=[CH:24][C:19]=3[NH:18][C:17]3[N:27]=[C:28]([C:31]([F:33])([F:34])[F:32])[CH:29]=[CH:30][C:16]=3[CH2:15]2)(=[O:12])=[O:13])=[CH:9][CH:10]=1)([CH3:4])([CH3:2])[CH3:3] |f:2.3.4|. Procedure details: To a solution of 6-[(4-tert-butylphenyl)sulfonyl]-2-(trifluoromethyl)-6,11-dihydro-5H-pyrido[2,3-b][1,5]benzodiazepine-8-carbonitrile (0.60 g, 1.23 mmol, intermediate 54) in ethanol (6 mL) at rt was added hydroxylamine (0.24 mL of a 50% aqueous solution), and potassium carbonate (0.02 mL of a 0.8 M aqueous solution). After stirring at rt for 45 min, the reaction mixture was heated at 105° C. for 65 min in a microwave reactor. After cooling to rt, the precipitate was collected by filtration to pr... Reactants: OCCCBr, O=S1(=O)NCc2ccccc2N1c1ccccc1F. Product: O=S1(=O)N(CCCBr)Cc2ccccc2N1c1ccccc1F. RXN SMILES: [Br:20][CH2:21][CH2:22][CH2:23][OH:24].[F:1][c:2]1[c:3]([N:8]2[S:9](=[O:18])(=[O:19])[NH:10][CH2:11][c:12]3[c:13]2[cH:14][cH:15][cH:16][cH:17]3)[cH:4][cH:5][cH:6][cH:7]1>>[F:1][c:2]1[c:3]([N:8]2[S:9](=[O:18])(=[O:19])[N:10]([CH2:23][CH2:22][CH2:21][Br:20])[CH2:11][c:12]3[c:13]2[cH:14][cH:15][cH:16][cH:17]3)[cH:4][cH:5][cH:6][cH:7]1. Starting materials: solution, B(Br)(Br)Br (boron tribromide), COC1=CC=CC2=CON=C21 (7-methoxy-2,1-benzisoxazole), O (water), C([O-])([O-])=O.[Na+].[Na+] (sodium carbonate). Solvent: ClCCl (dichloromethane), ClCCl (dichloromethane). Run at temperature -78 celsius, time 8 hour. Product: N=1OC=C2C1C(=CC=C2)O (2,1-benzisoxazol-7-ol). The yield is 10.0%. RXN SMILES: B(Br)(Br)Br.C[O:6][C:7]1[C:15]2[C:11](=[CH:12][O:13][N:14]=2)[CH:10]=[CH:9][CH:8]=1.O.C(=O)([O-])[O-].[Na+].[Na+]>ClCCl>[N:14]1[O:13][CH:12]=[C:11]2[CH:10]=[CH:9][CH:8]=[C:7]([OH:6])[C:15]=12 |f:3.4.5|. Reported procedure: 18.5 ml of a 1M solution of boron tribromide in dichloromethane are added to a solution of 1.38 g (9.25 mM) of 7-methoxy-2,1-benzisoxazole in 50 ml of dichloromethane cooled to −78° C., and the mixture is then stirred at ambient temperature overnight. The reaction medium is poured into water and the mixture is brought to pH=7-8 by adding a solution of sodium carbonate, and then extracted with dichloromethane. The organic phase is dried over magnesium sulfate and concentrated under vacuum. The cr... The reactants are C(C1=CC=CC=C1)[C@H](NC(OCC1=CC=CC=C1)=O)C(NCCCN[C@H](C(=O)OC(C)(C)C)[C@@H](O)C1O[C@H]([C@@H]([C@@H]1O[Si](C)(C)C(C)(C)C)O[Si](C)(C)C(C)(C)C)N1C(N(C(C=C1)=O)CC1=CC=C(C=C1)OC)=O)=O (tert-butyl (5S,12S)-5-benzyl-12-[(R)-[(3R,4R,5R)-3,4-bis{[tertbutyl(dimethyl)silyl]oxy}-5-(3-(4-methoxybenzyl)-2,4-dioxo-3,4-dihydro-1(2H)-pyrimidinyl)tetrahydro-2-furanyl](hydroxy)methyl]-3,6-dioxo-1-phenyl-2-oxa-4,7,11-triazatridecan-13-oate). Reagents/catalysts: [Pd] (palladium on carbon). Solvent: CO (methanol). Yields the product N[C@H](C(=O)NCCCN[C@H](C(=O)OC(C)(C)C)[C@@H](O)C1O[C@H]([C@@H]([C@@H]1O[Si](C)(C)C(C)(C)C)O[Si](C)(C)C(C)(C)C)N1C(N(C(C=C1)=O)CC1=CC=C(C=C1)OC)=O)CC1=CC=CC=C1 (tert-butyl (2S,3R)-2-[(3-{[(2S)-2-amino-3-phenylpropanoyl]amino}propyl)amino]-3-[(3R,4R,5R)-3,4-bis{[tert-butyl(dimethyl)silyl]oxy}-5-(3-(4-methoxybenzyl)-2,4-dioxo-3,4-dihydro-1(2H)-pyrimidinyl)tetrahydro-2-furanyl]-3-hydroxypropanoate). Isolated yield 70.4%. Reaction SMILES: [CH2:1]([C@@H:8]([C:20](=[O:74])[NH:21][CH2:22][CH2:23][CH2:24][NH:25][C@@H:26]([C@H:34]([CH:36]1[C@@H:40]([O:41][Si:42]([C:45]([CH3:48])([CH3:47])[CH3:46])([CH3:44])[CH3:43])[C@@H:39]([O:49][Si:50]([C:53]([CH3:56])([CH3:55])[CH3:54])([CH3:52])[CH3:51])[C@H:38]([N:57]2[CH:62]=[CH:61][C:60](=[O:63])[N:59]([CH2:64][C:65]3[CH:70]=[CH:69][C:68]([O:71][CH3:72])=[CH:67][CH:66]=3)[C:58]2=[O:73])[O:37]1)[OH:35])[C:27]([O:29][C:30]([CH3:33])([CH3:32])[CH3:31])=[O:28])[NH:9]C(=O)OCC1C=CC=CC=1)[C:2]1[CH:7]=[CH:6][CH:5]=[CH:4][CH:3]=1>CO.[Pd]>[NH2:9][C@@H:8]([CH2:1][C:2]1[CH:3]=[CH:4][CH:5]=[CH:6][CH:7]=1)[C:20]([NH:21][CH2:22][CH2:23][CH2:24][NH:25][C@@H:26]([C@H:34]([CH:36]1[C@@H:40]([O:41][Si:42]([C:45]([CH3:46])([CH3:47])[CH3:48])([CH3:43])[CH3:44])[C@@H:39]([O:49][Si:50]([C:53]([CH3:54])([CH3:55])[CH3:56])([CH3:52])[CH3:51])[C@H:38]([N:57]2[CH:62]=[CH:61][C:60](=[O:63])[N:59]([CH2:64][C:65]3[CH:70]=[CH:69][C:68]([O:71][CH3:72])=[CH:67][CH:66]=3)[C:58]2=[O:73])[O:37]1)[OH:35])[C:27]([O:29][C:30]([CH3:32])([CH3:33])[CH3:31])=[O:28])=[O:74]. Procedure details: By using an analogous procedure to that described for Example 2, tert-butyl (5S,12S)-5-benzyl-12-[(R)-[(3R,4R,5R)-3,4-bis{[tertbutyl(dimethyl)silyl]oxy}-5-(3-(4-methoxybenzyl)-2,4-dioxo-3,4-dihydro-1(2H)-pyrimidinyl)tetrahydro-2-furanyl](hydroxy)methyl]-3,6-dioxo-1-phenyl-2-oxa-4,7,11-triazatridecan-13-oate (Example 12) (49 mg, 0.046 mmol) was hydrogenated in methanol (1.5 ml) using 10% palladium on carbon (12 mg) to provide tert-butyl (2S,3R)-2-[(3-{[(2S)-2-amino-3-phenylpropanoyl]amino}propyl)... The reactants are CC(=O)Nc1ccc(N2CCCC2)cc1, O=[N+]([O-])O. The product is CC(=O)Nc1ccc(N2CCCC2)cc1[N+](=O)[O-]. As a reaction SMILES: [N:1]1([c:6]2[cH:7][cH:8][c:9]([NH:12][C:13]([CH3:14])=[O:15])[cH:10][cH:11]2)[CH2:2][CH2:3][CH2:4][CH2:5]1.[OH:16][N+:17]([O-:18])=[O:19]>>[N:1]1([c:6]2[cH:7][cH:8][c:9]([NH:12][C:13]([CH3:14])=[O:15])[c:10]([N+:17](=[O:16])[O-:18])[cH:11]2)[CH2:2][CH2:3][CH2:4][CH2:5]1.